Dataset: the Open Reaction Database (ORD), a public repository of structured organic reaction records. Task: describe an organic reaction: reactants, conditions, products, and yield Starting materials: CCOc1cccnc1C, O=[N+]([O-])O, O=S(=O)(O)O. The product is CCOc1ccc([N+](=O)[O-])nc1C. RXN SMILES: [CH2:1]([CH3:2])[O:3][c:4]1[c:5]([CH3:10])[n:6][cH:7][cH:8][cH:9]1.[OH:11][N+:12]([O-:13])=[O:14].[S:15](=[O:16])(=[O:17])([OH:18])[OH:19]>>[CH2:1]([CH3:2])[O:3][c:4]1[c:5]([CH3:10])[n:6][c:7]([N+:12](=[O:11])[O-:13])[cH:8][cH:9]1. Starting materials: CCCCCC, CC(C)O[Ti](OC(C)C)(OC(C)C)OC(C)C, [Cl-], [Cl-], [Cl-], [Cl-], [Ti+4]. Product: CC(C)O[Ti](Cl)(Cl)OC(C)C. RXN SMILES: [CH3:23][CH2:24][CH2:25][CH2:26][CH2:27][CH3:28].[CH:1]([CH3:2])([CH3:3])[O:4][Ti:5]([O:6][CH:7]([CH3:8])[CH3:9])([O:10][CH:11]([CH3:12])[CH3:13])[O:14][CH:15]([CH3:16])[CH3:17].[Cl-:18].[Cl-:19].[Cl-:20].[Cl-:21].[Ti+4:22]>>[CH:1]([CH3:2])([CH3:3])[O:4][Ti:5]([O:6][CH:7]([CH3:8])[CH3:9])([Cl:18])[Cl:19]. Reactants: CC(=O)O, C1CCOC1, COC(=O)c1csc2ccn(Cc3ccc(C(F)(F)F)cc3)c12, CO, [Li+], [OH-], O. Yields the product O=C(O)c1csc2ccn(Cc3ccc(C(F)(F)F)cc3)c12. As a reaction SMILES: [C:34]([OH:35])(=[O:36])[CH3:37].[CH2:29]1[O:30][CH2:31][CH2:32][CH2:33]1.[CH3:1][O:2][C:3](=[O:4])[c:5]1[cH:6][s:7][c:8]2[c:9]1[n:10]([CH2:13][c:14]1[cH:15][cH:16][c:17]([C:20]([F:21])([F:22])[F:23])[cH:18][cH:19]1)[cH:11][cH:12]2.[CH3:24][OH:25].[Li+:28].[OH-:27].[OH2:26]>>[O:2]=[C:3]([OH:4])[c:5]1[cH:6][s:7][c:8]2[c:9]1[n:10]([CH2:13][c:14]1[cH:15][cH:16][c:17]([C:20]([F:21])([F:22])[F:23])[cH:18][cH:19]1)[cH:11][cH:12]2. The reactants are [C-]#N.[Na+] (Sodium cyanide), CS(=O)(=O)OCCCC(C(F)(F)F)(F)F (1-Methanesulfonyloxy-4,4,5,5,5-pentafluoropentane), CS(=O)C (dimethyl sulfoxide), O (water). The reagents and catalysts are C1COCCOCCOCCOCCOCCO1 (18-crown-6). Reaction conditions: temperature 100 celsius, time 2 hour. Yields the product FC(CCCCC#N)(C(F)(F)F)F (5,5,6,6,6-pentafluorohexanecarbonitrile). Yield: 100.0%. RXN SMILES: CS(O[CH2:6][CH2:7][CH2:8][C:9]([F:15])([F:14])[C:10]([F:13])([F:12])[F:11])(=O)=O.[C-:16]#[N:17].[Na+].O.[CH3:20]S(C)=O>C1OCCOCCOCCOCCOCCOC1>[F:14][C:9]([F:15])([C:10]([F:13])([F:12])[F:11])[CH2:8][CH2:7][CH2:6][CH2:20][C:16]#[N:17] |f:1.2|. Procedure: 1-Methanesulfonyloxy-4,4,5,5,5-pentafluoropentane (138 g, 538.62 mmol) was dissolved in dimethyl sulfoxide (1000 ml). Sodium cyanide (55.57 g, 1.077 mol) and 18-crown-6 (2.85 g, 10.77 mmol) were added to the solution followed by stirring for 2 hours at 100° C. After cooling to room temperature, water was added to the reaction mixture, which was then extracted twice with ether. The combined organic layers were washed with water and saturated aqueous sodium chloride, and then dried over anhydrous ...